From a dataset of the Open Reaction Database (ORD), a public repository of structured organic reaction records. describe an organic reaction: reactants, conditions, products, and yield The reactants are CC(N)C(Oc1ccc2c(cnn2-c2ccc(F)cc2)c1)c1ccc(C(F)(F)F)cc1, CC(O)C(=O)O. Product: CC(O)C(=O)NC(C)C(Oc1ccc2c(cnn2-c2ccc(F)cc2)c1)c1ccc(C(F)(F)F)cc1. Reaction SMILES: [F:1][c:2]1[cH:3][cH:4][c:5](-[n:8]2[n:9][cH:10][c:11]3[cH:12][c:13]([O:17][CH:18]([CH:19]([CH3:20])[NH2:21])[c:22]4[cH:23][cH:24][c:25]([C:28]([F:29])([F:30])[F:31])[cH:26][cH:27]4)[cH:14][cH:15][c:16]23)[cH:6][cH:7]1.[OH:32][CH:33]([C:34](=[O:35])[OH:36])[CH3:37]>>[F:1][c:2]1[cH:3][cH:4][c:5](-[n:8]2[n:9][cH:10][c:11]3[cH:12][c:13]([O:17][CH:18]([CH:19]([CH3:20])[NH:21][C:34]([CH:33]([OH:32])[CH3:37])=[O:35])[c:22]4[cH:23][cH:24][c:25]([C:28]([F:29])([F:30])[F:31])[cH:26][cH:27]4)[cH:14][cH:15][c:16]23)[cH:6][cH:7]1. Starting materials: FC(C(=O)O)(F)F (Trifluoroacetic acid), CC(C)(C)OC(=O)N1CC2=CC(=C(C=C2CC1C(=O)N1C(CCC1)C#N)OC)OC (3-(2-cyano-1-pyrrolidinyl)carbonyl-3,4-dihydro-6,7-dimethoxy-2(1H)-isoquinolinecarboxylic acid 1,1-dimethylethyl ester). Reaction SMILES: FC(F)(F)C(O)=O.CC(OC([N:15]1[CH:24]([C:25]([N:27]2[CH2:31][CH2:30][CH2:29][CH:28]2[C:32]#[N:33])=[O:26])[CH2:23][C:22]2[C:17](=[CH:18][C:19]([O:36][CH3:37])=[C:20]([O:34][CH3:35])[CH:21]=2)[CH2:16]1)=O)(C)C>C(#N)C>[CH3:35][O:34][C:20]1[CH:21]=[C:22]2[C:17](=[CH:18][C:19]=1[O:36][CH3:37])[CH2:16][NH:15][CH:24]([C:25]([N:27]1[CH2:31][CH2:30][CH2:29][CH:28]1[C:32]#[N:33])=[O:26])[CH2:23]2. The yield is 105.9%. Reported procedure: Trifluoroacetic acid (1.2 mL, 15.6 mmol) was added to a solution of the title A compound, 3-(2-cyano-1-pyrrolidinyl)carbonyl-3,4-dihydro-6,7-dimethoxy-2(1H)-isoquinolinecarboxylic acid 1,1-dimethylethyl ester [Diastereomer B] (196 mg, 0.47 mmol) in acetonitrile (9 mL) at room temperature overnight. The mixture was then concentrated under vacuum. The residue was taken up in another portion of acetonitrile (8 mL) and concentrated again under vacuum. The brown oily residue was triturated with ether... Run in C(C)#N (acetonitrile). Yields the product COC=1C=C2CC(NCC2=CC1OC)C(=O)N1C(CCC1)C#N (1-[1,2,3,4-tetrahydro-6,7-dimethoxy-3-isoquinolinyl]carbonyl-2-Pyrrolidinecarbonitrile). Starting materials: CCOC(C)=O, CCOC(=O)C1CC(=O)C=C1C. Product: CCOC(=O)C1CC(=O)CC1C. RXN SMILES: [CH3:13][CH2:14][O:15][C:16]([CH3:17])=[O:18].[CH3:1][C:2]1=[CH:6][C:5](=[O:7])[CH2:4][CH:3]1[C:8](=[O:9])[O:10][CH2:11][CH3:12]>>[CH3:1][CH:2]1[CH:3]([C:8](=[O:9])[O:10][CH2:11][CH3:12])[CH2:4][C:5](=[O:7])[CH2:6]1. Reactants: C(C1=CC=CC=C1)C1(CCC(CC1)C=1NC2=CC=CC=C2C1CCCC(=O)O)N(C)C (4-(2-(4-Benzyl-4-(dimethylamino)cyclohexyl)-1H-indol-3-yl)butanoic acid), [Si](C)(C)(C)Cl (Me3SiCl). The solvent is C(C)(=O)OCC (ethyl acetate). Reaction conditions: time 1 hour. Yields the product Cl.C(C1=CC=CC=C1)C1(CCC(CC1)C=1NC2=CC=CC=C2C1CCCC(=O)O)N(C)C (4-(2-(4-Benzyl-4-(dimethylamino)cyclohexyl)-1H-indol-3-yl)butanoic acid hydrochloride). As a reaction SMILES: [CH2:1]([C:8]1([N:29]([CH3:31])[CH3:30])[CH2:13][CH2:12][CH:11]([C:14]2[NH:15][C:16]3[C:21]([C:22]=2[CH2:23][CH2:24][CH2:25][C:26]([OH:28])=[O:27])=[CH:20][CH:19]=[CH:18][CH:17]=3)[CH2:10][CH2:9]1)[C:2]1[CH:7]=[CH:6][CH:5]=[CH:4][CH:3]=1.[Si]([Cl:36])(C)(C)C>C(OCC)(=O)C>[ClH:36].[CH2:1]([C:8]1([N:29]([CH3:31])[CH3:30])[CH2:13][CH2:12][CH:11]([C:14]2[NH:15][C:16]3[C:21]([C:22]=2[CH2:23][CH2:24][CH2:25][C:26]([OH:28])=[O:27])=[CH:20][CH:19]=[CH:18][CH:17]=3)[CH2:10][CH2:9]1)[C:2]1[CH:7]=[CH:6][CH:5]=[CH:4][CH:3]=1 |f:3.4|. Procedure: 4-(2-(4-Benzyl-4-(dimethylamino)cyclohexyl)-1H-indol-3-yl)butanoic acid (260 mg, 0.6 mmol) was dissolved in ethyl acetate (50 ml). Me3SiCl (153 μl, 1.2 mmol) was then added dropwise at RT and the mixture was stirred for 1 h. A white precipitate precipitated out. The precipitate was filtered off with suction, washed with ethyl acetate (2×5 ml) and then dried. Example 171 (197 mg, m.p. 90-93° C., 70%) was obtained as a white solid (purity <95%). As a reaction SMILES: [Cl:1][S:2](=[O:3])(=[O:4])[c:5]1[cH:6][c:7]([C:8](=[O:9])[OH:10])[cH:11][cH:12][cH:13]1.[Cl:21][CH2:22][Cl:23].[NH2:14][c:15]1[cH:16][cH:17][cH:18][cH:19][cH:20]1>>[S:2](=[O:3])(=[O:4])([c:5]1[cH:6][c:7]([C:8](=[O:9])[OH:10])[cH:11][cH:12][cH:13]1)[NH:14][c:15]1[cH:16][cH:17][cH:18][cH:19][cH:20]1. The product is O=C(O)c1cccc(S(=O)(=O)Nc2ccccc2)c1. Reactants: O=C(O)c1cccc(S(=O)(=O)Cl)c1, ClCCl, Nc1ccccc1. Starting materials: OC(Cn1ccc2cccc(Br)c21)c1ccccc1, CC(C)(C)[Si](C)(C)Cl, CN(C)C=O, O=C(O)CC(O)(CC(=O)O)C(=O)O, c1c[nH]cn1. Yields the product CC(C)(C)[Si](C)(C)OC(Cn1ccc2cccc(Br)c21)c1ccccc1. RXN SMILES: [Br:1][c:2]1[cH:3][cH:4][cH:5][c:6]2[cH:7][cH:8][n:9]([CH2:11][CH:12]([OH:13])[c:14]3[cH:15][cH:16][cH:17][cH:18][cH:19]3)[c:10]12.[C:20]([CH3:21])([CH3:22])([CH3:23])[Si:24]([CH3:25])([CH3:26])[Cl:27].[O:46]=[CH:47][N:48]([CH3:49])[CH3:50].[OH:33][C:34]([CH2:35][C:36]([C:37](=[O:38])[OH:39])([CH2:40][C:41](=[O:42])[OH:43])[OH:44])=[O:45].[nH:28]1[cH:29][cH:30][n:31][cH:32]1>>[Br:1][c:2]1[cH:3][cH:4][cH:5][c:6]2[cH:7][cH:8][n:9]([CH2:11][CH:12]([O:13][Si:24]([C:20]([CH3:21])([CH3:22])[CH3:23])([CH3:25])[CH3:26])[c:14]3[cH:15][cH:16][cH:17][cH:18][cH:19]3)[c:10]12. The reactants are C(C)OC(CCNC(C1=C(C=CC(=C1)I)N)=O)=O (N-(2-amino-5-iodobenzoyl)-b-alanine ethyl ester), ClC(C1=CC=CC=C1)C1=CC=CC=C1 (chlorodiphenylmethane), ( b ), N1=C(C=CC=C1C)C (2,6-lutidine). Solvent: CN(C=O)C (dimethylformamide). Run at temperature 50 celsius. Yields the product C(C)OC(CCNC(C1=C(C=CC(=C1)I)NC(C1=CC=CC=C1)C1=CC=CC=C1)=O)=O (N-(2-diphenylmethylamino-5-iodobenzoyl)-b-alanine ethyl ester). The yield is 56.2%. RXN SMILES: [CH2:1]([O:3][C:4](=[O:18])[CH2:5][CH2:6][NH:7][C:8](=[O:17])[C:9]1[CH:14]=[C:13]([I:15])[CH:12]=[CH:11][C:10]=1[NH2:16])[CH3:2].N1C(C)=CC=CC=1C.Cl[CH:28]([C:35]1[CH:40]=[CH:39][CH:38]=[CH:37][CH:36]=1)[C:29]1[CH:34]=[CH:33][CH:32]=[CH:31][CH:30]=1>CN(C)C=O>[CH2:1]([O:3][C:4](=[O:18])[CH2:5][CH2:6][NH:7][C:8](=[O:17])[C:9]1[CH:14]=[C:13]([I:15])[CH:12]=[CH:11][C:10]=1[NH:16][CH:28]([C:29]1[CH:34]=[CH:33][CH:32]=[CH:31][CH:30]=1)[C:35]1[CH:40]=[CH:39][CH:38]=[CH:37][CH:36]=1)[CH3:2]. Procedure details: A magnetically stirred solution of 1.1 gram of N-(2-amino-5-iodobenzoyl)-b-alanine ethyl ester (3.1 mmol), prepared by the method shown in part (b) of Example 1, 0.48 mL of 2,6-lutidine (4.1 mmol), 1.2 grams of chlorodiphenylmethane (4.7 mmol), and 10 mL of dimethylformamide was heated to 50° C. for 1 hour The reaction mixture was allowed to cool to room temperature and concentrated in vacuo. The resulting oil was dissolved in 35 mL of methylene chloride and washed with 2×50 mL 10% citric acid, ... Reactants: Cc1cc(C(=O)O)ccc1Br, C1CCOC1, CC(C)(C)[O-], O=C(Cl)C(=O)Cl, ClCCl, [K+], CN(C)C=O, O. Yields the product Cc1cc(C(=O)OC(C)(C)C)ccc1Br. As a reaction SMILES: [Br:1][c:2]1[c:3]([CH3:11])[cH:4][c:5]([C:6](=[O:7])[OH:8])[cH:9][cH:10]1.[CH2:32]1[O:33][CH2:34][CH2:35][CH2:36]1.[CH3:23][C:24]([CH3:25])([O-:26])[CH3:27].[Cl:17][C:18]([C:19]([Cl:20])=[O:21])=[O:22].[Cl:29][CH2:30][Cl:31].[K+:28].[O:12]=[CH:13][N:14]([CH3:15])[CH3:16].[OH2:37]>>[Br:1][c:2]1[c:3]([CH3:11])[cH:4][c:5]([C:6]([O:7][C:24]([CH3:23])([CH3:25])[CH3:27])=[O:8])[cH:9][cH:10]1.